Task: describe an organic reaction: reactants, conditions, products, and yield. Dataset: the Open Reaction Database (ORD), a public repository of structured organic reaction records Yields the product BrC=1C=C(C(=C(C1)C1=CC(=C(C=C1)Cl)Cl)O)C=O (5-bromo-3′,4′-dichloro-2-hydroxy-[1,1′-biphenyl]-3-carbaldehyde). Reaction SMILES: [Cl:1][C:2]1[CH:3]=[C:4]([C:9]2[CH:14]=[CH:13][CH:12]=[C:11]([CH:15]=[O:16])[C:10]=2[OH:17])[CH:5]=[CH:6][C:7]=1[Cl:8].C([O-])(=O)C.[Na+].[Br:23]Br>C(O)(=O)C>[Br:23][C:13]1[CH:12]=[C:11]([CH:15]=[O:16])[C:10]([OH:17])=[C:9]([C:4]2[CH:5]=[CH:6][C:7]([Cl:8])=[C:2]([Cl:1])[CH:3]=2)[CH:14]=1 |f:1.2|. Reaction conditions: time 8 hour. The reactants are ClC=1C=C(C=CC1Cl)C1=C(C(=CC=C1)C=O)O (3′,4′-dichloro-2-hydroxy-[1,1′-biphenyl]-3-carbaldehyde), C(C)(=O)[O-].[Na+] (sodium acetate), BrBr (bromine). The solvent is C(C)(=O)O (acetic acid). Procedure details: To a solution of 3′,4′-dichloro-2-hydroxy-[1,1′-biphenyl]-3-carbaldehyde (400 mg, 1.5 mmol) and sodium acetate (185 mg, 1.5 mmol) in acetic acid (20 mL), bromine (100 uL, 1.5 mmol) was added slowly. The resulted solution was stirred overnight. The reaction mixture was then concentrated under reduced pressure. The residue was dissolved in ethyl acetate (20 mL), washed with 5% aqueous sodium thiosulfate, the organic layer dried (MgSO4), filtered and concentrated under reduced pressure to give 5-br... Reactants: CC(=O)O[BH-](OC(C)=O)OC(C)=O, CCN(C(C)C)C(C)C, ClCCl, Cl, FC(F)C1CNC1, [Na+], O=Cc1ccc(OC2CN(C(=O)c3nnc(-c4ccccc4)o3)C2)cc1. Product: O=C(c1nnc(-c2ccccc2)o1)N1CC(Oc2ccc(CN3CC(C(F)F)C3)cc2)C1. As a reaction SMILES: [C:44]([O:45][BH-:46]([O:47][C:48](=[O:49])[CH3:50])[O:51][C:52](=[O:53])[CH3:54])(=[O:55])[CH3:56].[CH:35]([N:36]([CH2:37][CH3:38])[CH:39]([CH3:40])[CH3:41])([CH3:42])[CH3:43].[Cl:58][CH2:59][Cl:60].[ClH:27].[F:28][CH:29]([CH:30]1[CH2:31][NH:32][CH2:33]1)[F:34].[Na+:57].[c:1]1(-[c:7]2[n:8][n:9][c:10]([C:12](=[O:13])[N:14]3[CH2:15][CH:16]([O:18][c:19]4[cH:20][cH:21][c:22]([CH:23]=[O:24])[cH:25][cH:26]4)[CH2:17]3)[o:11]2)[cH:2][cH:3][cH:4][cH:5][cH:6]1>>[c:1]1(-[c:7]2[n:8][n:9][c:10]([C:12](=[O:13])[N:14]3[CH2:15][CH:16]([O:18][c:19]4[cH:20][cH:21][c:22]([CH2:23][N:32]5[CH2:31][CH:30]([CH:29]([F:28])[F:34])[CH2:33]5)[cH:25][cH:26]4)[CH2:17]3)[o:11]2)[cH:2][cH:3][cH:4][cH:5][cH:6]1. The reactants are CC1=C(C=C(N)C=C1)N1C=CN2N=C(C=C21)C=2C=NC=CC2 (4-Methyl-3-[6-(pyridin-3-yl)-1H-imidazo[1,2-b]pyrazol-1-yl]aniline), C(C)(C)(C)C=1C=C(C(=O)O)C=C(C1)C(C)(C)O (3-tert-Butyl-5-(2-hydroxypropan-2-yl)benzoic acid). Yields the product C(C)(C)(C)C=1C=C(C(=O)NC2=CC(=C(C=C2)C)N2C=CN3N=C(C=C32)C=3C=NC=CC3)C=C(C1)C(C)(C)O (3-tert-Butyl-5-(2-hydroxypropan-2-yl)-N-{4-methyl-3-[6-(pyridin-3-yl)-1H-imidazo[1,2-b]-pyrazol-1-yl]phenyl}benzamide). Reaction SMILES: [CH3:1][C:2]1[CH:8]=[CH:7][C:5]([NH2:6])=[CH:4][C:3]=1[N:9]1[C:16]2[N:12]([N:13]=[C:14]([C:17]3[CH:18]=[N:19][CH:20]=[CH:21][CH:22]=3)[CH:15]=2)[CH:11]=[CH:10]1.[C:23]([C:27]1[CH:28]=[C:29]([CH:33]=[C:34]([C:36]([OH:39])([CH3:38])[CH3:37])[CH:35]=1)[C:30](O)=[O:31])([CH3:26])([CH3:25])[CH3:24]>>[C:23]([C:27]1[CH:28]=[C:29]([CH:33]=[C:34]([C:36]([OH:39])([CH3:38])[CH3:37])[CH:35]=1)[C:30]([NH:6][C:5]1[CH:7]=[CH:8][C:2]([CH3:1])=[C:3]([N:9]2[C:16]3[N:12]([N:13]=[C:14]([C:17]4[CH:18]=[N:19][CH:20]=[CH:21][CH:22]=4)[CH:15]=3)[CH:11]=[CH:10]2)[CH:4]=1)=[O:31])([CH3:26])([CH3:24])[CH3:25]. Procedure details: 40 mg (0.14 mmol) of the compound of Example 6A and 33 mg (0.14 mmol) of the compound of Example 28A were reacted and worked up analogously to the procedure of Example 33. This gave 31 mg (44% of theory) of the title compound. Reactants: CN (methylamine), aqueous solution, CN1N=C(C=C1OC=1N=NC=C(C1)OC1=CC(=NN1C)C(F)(F)F)C(F)(F)F (3,5-Bis[[1-methyl-3-(trifluoromethyl)-1H-pyrazol-5-yl]oxy]pyridazine). The solvent is O1CCCC1 (tetrahydrofuran). Yields the product CNC1=CN=NC(=C1)OC1=CC(=NN1C)C(F)(F)F (N-Methyl-6-[[1-methyl-3-(trifluoromethyl)-1H-pyrazol-5-yl]oxy]-4-pyridazinamine). Yield: 55.0%. RXN SMILES: [CH3:1][N:2]1[C:6]([O:7][C:8]2[N:9]=[N:10][CH:11]=[C:12](OC3N(C)N=C(C(F)(F)F)C=3)[CH:13]=2)=[CH:5][C:4]([C:25]([F:28])([F:27])[F:26])=[N:3]1.[CH3:29][NH2:30]>O1CCCC1>[CH3:29][NH:30][C:12]1[CH:13]=[C:8]([O:7][C:6]2[N:2]([CH3:1])[N:3]=[C:4]([C:25]([F:26])([F:27])[F:28])[CH:5]=2)[N:9]=[N:10][CH:11]=1. Procedure details: 3,5-Bis[[1-methyl-3-(trifluoromethyl)-1H-pyrazol-5-yl]oxy]pyridazine (Compound No. 11, 1.50 g, 0.004 moles) and methylamine (3.1 mL of a 40% aqueous solution, 0.04 mole) were refluxed under N2 in tetrahydrofuran (100 mL) for 24 h. The mixture was then partitioned between ethyl acetate and water. The organic layer was dried (MgSO4), filtered and evaporated to give a crude solid which was purified by silica gel chromatography. N-Methyl-6-[[1-methyl-3-(trifluoromethyl)-1H-pyrazol-5-yl]oxy]-4-pyrida... Reactants: C(C1=CC=CC=C1)(=O)OCC=CCO (4-hydroxy-2-butenyl benzoate), C(CCC1=CC=CC=C1)(=O)Cl (hydrocinnamoyl chloride). Yields the product C(CCC1=CC=CC=C1)(=O)OCC=CCOC(C1=CC=CC=C1)=O (4-Benzoyloxy-2-butenyl hydrocinnamate). RXN SMILES: [C:1]([O:9][CH2:10][CH:11]=[CH:12][CH2:13][OH:14])(=[O:8])[C:2]1[CH:7]=[CH:6][CH:5]=[CH:4][CH:3]=1.[C:15](Cl)(=[O:24])[CH2:16][CH2:17][C:18]1[CH:23]=[CH:22][CH:21]=[CH:20][CH:19]=1>>[C:15]([O:14][CH2:13][CH:12]=[CH:11][CH2:10][O:9][C:1](=[O:8])[C:2]1[CH:7]=[CH:6][CH:5]=[CH:4][CH:3]=1)(=[O:24])[CH2:16][CH2:17][C:18]1[CH:23]=[CH:22][CH:21]=[CH:20][CH:19]=1. Procedure: 4-Benzoyloxy-2-butenyl hydrocinnamate was prepared by the procedure of Example 1 from 19 gms. (0.1 mole) of 4-hydroxy-2-butenyl benzoate and 17 gms (0.1 mole) of hydrocinnamoyl chloride. The structure of the final product was characterized on the basis of NMR and IR spectral analyses as described in Example 1. Starting materials: C(C(=O)Cl)(=O)Cl (oxalyl chloride), N1=NC=C(C2=CC=CC=C12)C(=O)[O-].[K+] (Potassium Cinnoline-4-carboxylate), ice, N1=CC=CC=C1 (pyridine), CO (methanol). Solvent: C1(=CC=CC=C1)C (toluene), C1(=CC=CC=C1)C (toluene), C1(=CC=CC=C1)C (toluene). Conditions: temperature 0 celsius, time 30 minute. Product: N1=NC=C(C2=CC=CC=C12)C(=O)OC (Methyl Cinnoline-4-carboxylate). RXN SMILES: [C:1](Cl)(=O)C(Cl)=O.[N:7]1[C:16]2[C:11](=[CH:12][CH:13]=[CH:14][CH:15]=2)[C:10]([C:17]([O-:19])=[O:18])=[CH:9][N:8]=1.[K+].N1C=CC=CC=1.CO>C1(C)C=CC=CC=1>[N:7]1[C:16]2[C:11](=[CH:12][CH:13]=[CH:14][CH:15]=2)[C:10]([C:17]([O:19][CH3:1])=[O:18])=[CH:9][N:8]=1 |f:1.2|. Procedure details: A solution of 0.64 g of oxalyl chloride in 5 ml of dry toluene was added over 5 minutes to a stirred suspension of 0.98 g of 2 in 10 ml of dry toluene, at 0° C. The resulting mixture was stirred for 20 minutes at 0° C., for 30 minutes at room temperature, and for one hour at 80° C. The mixture was cooled and added in portions over 5 minutes to a stirred ice cold mixture of 0.4 g of pyridine, 0.32 g of methanol and 10 ml of dry toluene. The resulting mixture was held overnight at room temperature... Reactants: OC1=C(C=CC=C1)C=1NC=CC1 (2-(hydroxyphenyl)-pyrrole), C(Br)C1CO1 (epibromohydrin), C([O-])([O-])=O.[K+].[K+] (potassium carbonate). The solvent is CC(=O)C (acetone). Yields the product O1C(COC2=C(C=CC=C2)C=2NC=CC2)C1 (2-[2- (2,3-epoxypropoxy)-phenyl]-pyrrole). Isolated yield 48.6%. As a reaction SMILES: [OH:1][C:2]1[CH:7]=[CH:6][CH:5]=[CH:4][C:3]=1[C:8]1[NH:9][CH:10]=[CH:11][CH:12]=1.[CH2:13]([CH:15]1[O:17][CH2:16]1)Br.C(=O)([O-])[O-].[K+].[K+]>CC(C)=O>[O:17]1[CH2:16][CH:15]1[CH2:13][O:1][C:2]1[CH:7]=[CH:6][CH:5]=[CH:4][C:3]=1[C:8]1[NH:9][CH:10]=[CH:11][CH:12]=1 |f:2.3.4|. Procedure: 7.0 g of 2-(hydroxyphenyl)-pyrrole, 7.3 g of epibromohydrin and 11.4 g of dry potassium carbonate in 50 ml of acetone are refluxed for 7 hours. After the mixture has cooled, it is filtered and the filter residue is washed with acetone. The combined filtrates and freed from solvent by distilling off the latter. The residue is twice chromatographed on silica gel, using methylene chloride as the eluant, and thereby gives 4.6 g (48% of theory) of 2-[2- (2,3-epoxypropoxy)-phenyl]-pyrrole as a colorle...